describe an organic reaction: reactants, conditions, products, and yield From a dataset of the Open Reaction Database (ORD), a public repository of structured organic reaction records. The reactants are COC1=NC(=NC(=C1)OC)OC1=C(C=NO)C=CC=C1 (2-(4,6-dimethoxy-2-pyrimidinyloxy)benzaldoxime), C(C#C)Br (propargyl bromide), O (water). The solvent is CN(C=O)C (N,N-dimethylformamide), C([O-])([O-])=O.[K+].[K+] (potassium carbonate). Conditions: temperature 100 celsius, time 4 hour. Product: C(C#C)ON=CC1=C(C=CC=C1)OC1=NC(=CC(=N1)OC)OC (O-(2-propynyl)-2-(4,6-dimethoxy-2-pyrimidinyloxy)benzaldoxime). Isolated yield 76.7%. RXN SMILES: [CH3:1][O:2][C:3]1[CH:8]=[C:7]([O:9][CH3:10])[N:6]=[C:5]([O:11][C:12]2[CH:20]=[CH:19][CH:18]=[CH:17][C:13]=2[CH:14]=[N:15][OH:16])[N:4]=1.[CH2:21](Br)[C:22]#[CH:23].O>CN(C)C=O.C(=O)([O-])[O-].[K+].[K+]>[CH2:23]([O:16][N:15]=[CH:14][C:13]1[CH:17]=[CH:18][CH:19]=[CH:20][C:12]=1[O:11][C:5]1[N:6]=[C:7]([O:9][CH3:10])[CH:8]=[C:3]([O:2][CH3:1])[N:4]=1)[C:22]#[CH:21] |f:4.5.6|. Procedure: 5.5 g of 2-(4,6-dimethoxy-2-pyrimidinyloxy)benzaldoxime and 7.1 g of propargyl bromide were dissolved in 100 ml of N,N-dimethylformamide containing 1.4 g of potassium carbonate, and the solution was stirred at 100° C. for 4 hours. After the reaction mixture was allowed to cool down, it was poured into water, followed by extraction with ethyl acetate. The organic layer was dried over anhydrous sodium sulfate and then concentrated under reduced pressure. The residue was purified by silica gel chro... Reactants: O=C(OC(Cl)(Cl)Cl)Cl (Diphosgene), FC1(C(N(C2=C(O1)C=C(C(=C2)NNC(C(C)(C)C)=O)F)CC#C)=O)F (N′-(2,2,7-trifluoro-3-oxo-4-(prop-2-ynyl)-3,4-dihydro-2H-benzo[b][1,4]oxazin-6-yl)pivalohydrazide). Run in C1(=CC=CC=C1)C (toluene). The product is C(C)(C)OC(C)C (diisopropyl ether), C(C)(C)(C)C1=NN(C(O1)=O)C=1C(=CC2=C(N(C(C(O2)(F)F)=O)CC#C)C1)F (6-(5-tert-Butyl-2-oxo-[1,3,4]oxadiazol-3-yl)-2,2,7-trifluoro-4-prop-2-ynyl-4H-benzo[1,4]oxazin-3-one). Isolated yield 140.7%. As a reaction SMILES: [O:1]=[C:2](Cl)OC(Cl)(Cl)Cl.[F:9][C:10]1([F:33])[O:15][C:14]2[CH:16]=[C:17]([F:28])[C:18]([NH:20][NH:21][C:22](=[O:27])[C:23]([CH3:26])([CH3:25])[CH3:24])=[CH:19][C:13]=2[N:12]([CH2:29][C:30]#[CH:31])[C:11]1=[O:32]>C1(C)C=CC=CC=1>[CH:14]([O:15][CH:10]([CH3:11])[CH3:2])([CH3:16])[CH3:13].[C:23]([C:22]1[O:27][C:2](=[O:1])[N:20]([C:18]2[C:17]([F:28])=[CH:16][C:14]3[O:15][C:10]([F:9])([F:33])[C:11](=[O:32])[N:12]([CH2:29][C:30]#[CH:31])[C:13]=3[CH:19]=2)[N:21]=1)([CH3:24])([CH3:25])[CH3:26]. Procedure details: Diphosgene (0.445 ml, 3.69 mmol) was added dropwise to a stirred solution of N′-(2,2,7-trifluoro-3-oxo-4-(prop-2-ynyl)-3,4-dihydro-2H-benzo[b][1,4]oxazin-6-yl)pivalohydrazide (1311 mg, 3.69 mmol) in dry toluene (30 ml) at room temperature under nitrogen. The resulting mixture was stirred at reflux for 4 hours. It was then cooled to room temperature and evaporated in vacuo to yield 1.7 g of crude product. Trituration of this with diisopropyl ether afforded 990 mg of the title compound as a white ... Starting materials: ClC1=CC=NC2=CC=CC=C12 (4-chloroquinoline), C1NCC2=CC=CC=C12 (2,3-dihydro-1H-isoindole). Product: Cl.C1N(CC2=CC=CC=C12)C1=CC=NC2=CC=CC=C12 (4-(1,3-Dihydro-isoindol-2-yl)-quinoline hydrochloride). As a reaction SMILES: [Cl:1][C:2]1[C:11]2[C:6](=[CH:7][CH:8]=[CH:9][CH:10]=2)[N:5]=[CH:4][CH:3]=1.[CH2:12]1[C:20]2[C:15](=[CH:16][CH:17]=[CH:18][CH:19]=2)[CH2:14][NH:13]1>>[ClH:1].[CH2:12]1[C:20]2[C:15](=[CH:16][CH:17]=[CH:18][CH:19]=2)[CH2:14][N:13]1[C:2]1[C:11]2[C:6](=[CH:7][CH:8]=[CH:9][CH:10]=2)[N:5]=[CH:4][CH:3]=1 |f:2.3|. Procedure details: The title compound m.p. 264-267° C. and MS: m/e=247.3 (M+H+), was prepared from 4-chloroquinoline and 2,3-dihydro-1H-isoindole. Reactants: CN1CCNCC1 (1-methylpiperazine), FC1=CCC(CC1)[C@@H]1CC[C@H](CC1)C(=O)OC (methyl trans-4-(4-fluoro-cyclohex-3-enyl)cyclohexanecarboxylate), [H-].COCCO[Al+]OCCOC.[Na+].[H-] (sodium bis(2-methoxyethoxy)-aluminum hydride), C(=O)([O-])C(O)C(O)C(=O)[O-].[Na+].[Na+] (sodium tartrate). The solvent is C(C)O (ethanol), C1(=CC=CC=C1)C (toluene), C1(=CC=CC=C1)C (toluene), C1(=CC=CC=C1)C (toluene). Conditions: temperature 0 celsius, time 30 minute. Yields the product FC1=CCC(CC1)[C@@H]1CC[C@H](CC1)C=O (trans-4-(4-fluoro-cyclohex-3-enyl) cyclohexanecarbaldehyde). The yield is 67.4%. Reaction SMILES: [H-].COCCO[Al+]OCCOC.[Na+].[H-].CN1CCNCC1.[F:22][C:23]1[CH2:28][CH2:27][CH:26]([C@H:29]2[CH2:34][CH2:33][C@H:32]([C:35](OC)=[O:36])[CH2:31][CH2:30]2)[CH2:25][CH:24]=1.C(C(C(C([O-])=O)O)O)([O-])=O.[Na+].[Na+]>C1(C)C=CC=CC=1.C(O)C>[F:22][C:23]1[CH2:28][CH2:27][CH:26]([C@H:29]2[CH2:34][CH2:33][C@H:32]([CH:35]=[O:36])[CH2:31][CH2:30]2)[CH2:25][CH:24]=1 |f:0.1.2.3,6.7.8|. Procedure details: 8.9 ml of sodium bis(2-methoxyethoxy)-aluminum hydride and 9 ml of toluene were cooled to 0° C. while gassing with nitrogen and treated within 30 minutes with a solution of 4.15 ml of 1-methylpiperazine in 20 ml of toluene. This solution was stirred at 0° C. for a further 30 minutes and subsequently added dropwise within 45 minutes to a solution, cooled to -50° C., of 3.0 g of methyl trans-4-(4-fluoro-cyclohex-3-enyl)cyclohexanecarboxylate in 40 ml of toluene. After stirring at -50° C. for 2 hou...